This data is from the Open Reaction Database (ORD), a public repository of structured organic reaction records. The task is: describe an organic reaction: reactants, conditions, products, and yield The reactants are C([O-])([O-])=O.[K+].[K+] (potassium carbonate), OC1=CC=CC=2CCN(CCC21)C(C(F)(F)F)=O (6-hydroxy-3-(2,2,2-trifluoroacetyl)-2,3,4,5-tetrahydro-1H-benzo[d]azepine), C(C=C)Br (allyl bromide). Solvent: CC(=O)C (acetone), CC(=O)C (acetone). Conditions: time 8 hour. The product is C(C=C)OC1=CC=CC=2CCN(CCC21)C(C(F)(F)F)=O (6-Allyloxy-3-(2,2,2-trifluoroacetyl)-2,3,4,5-tetrahydro-1H-benzo[d]azepine). The yield is 98.5%. RXN SMILES: [OH:1][C:2]1[C:12]2[CH2:11][CH2:10][N:9]([C:13](=[O:18])[C:14]([F:17])([F:16])[F:15])[CH2:8][CH2:7][C:6]=2[CH:5]=[CH:4][CH:3]=1.C(=O)([O-])[O-].[K+].[K+].[CH2:25](Br)[CH:26]=[CH2:27]>CC(C)=O>[CH2:27]([O:1][C:2]1[C:12]2[CH2:11][CH2:10][N:9]([C:13](=[O:18])[C:14]([F:17])([F:15])[F:16])[CH2:8][CH2:7][C:6]=2[CH:5]=[CH:4][CH:3]=1)[CH:26]=[CH2:25] |f:1.2.3|. Procedure: Dissolve 6-hydroxy-3-(2,2,2-trifluoroacetyl)-2,3,4,5-tetrahydro-1H-benzo[d]azepine (1 g, 3.9 mmol) in acetone (5 mL) and add powdered potassium carbonate (2.8 g, 20 mmol). Add dropwise a solution of allyl bromide (1.04 mL, 12 mmol) in acetone (3 mL) over 10 min and stir at ambient temperature overnight. Filter solids, wash with acetone and concentrate in vacuo to give the desired intermediate as an off-white solid (1.15 g, 98%). GC-MS m/z: 299 (M+). Reactants: C(CCC)[Li] (n-butyllithium), C(CCCCCCCC)=O (nonanal), FC1=C(C=CC=C1)F (1,2-difluorobenzene). Yields the product FC1=C(C=CC=C1F)C(CCCCCCCC)O (1-(2,3-Difluorophenyl)nonan-1-ol). RXN SMILES: C([Li])CCC.[CH:6](=[O:15])[CH2:7][CH2:8][CH2:9][CH2:10][CH2:11][CH2:12][CH2:13][CH3:14].[F:16][C:17]1[CH:22]=[CH:21][CH:20]=[CH:19][C:18]=1[F:23]>>[F:16][C:17]1[C:18]([F:23])=[CH:19][CH:20]=[CH:21][C:22]=1[CH:6]([OH:15])[CH2:7][CH2:8][CH2:9][CH2:10][CH2:11][CH2:12][CH2:13][CH3:14]. Procedure details: Quantities: n-butyllithium (50 cm3, 10.0M in hexanes, 0.5 mol), nonanal (71 g, 0.5 mol) and 1,2-difluorobenzene (57 g, 0.5 mol). The experimental procedure was as described in Example 16. The reactants are [BH4-].[Na+] (sodium borohydride), [BH4-].[Na+] (sodium borohydride), [Si](C)(C)(C(C)(C)C)O[C@H](C(=O)OCC)C1=CC=CC=C1 (ethyl (S)-α-t-butyldimethylsilyloxy-α-phenylacetate). The solvent is CO (methanol). Reaction conditions: time 8 hour. The product is [Si](C)(C)(C(C)(C)C)O[C@H](CO)C1=CC=CC=C1 (2(S)-t-Butyldimethylsilyloxy-2-phenylethanol), crude product. Reaction SMILES: [BH4-].[Na+].[Si:3]([O:10][C@@H:11]([C:17]1[CH:22]=[CH:21][CH:20]=[CH:19][CH:18]=1)[C:12](OCC)=[O:13])([C:6]([CH3:9])([CH3:8])[CH3:7])([CH3:5])[CH3:4]>CO>[Si:3]([O:10][C@@H:11]([C:17]1[CH:18]=[CH:19][CH:20]=[CH:21][CH:22]=1)[CH2:12][OH:13])([C:6]([CH3:9])([CH3:8])[CH3:7])([CH3:5])[CH3:4] |f:0.1|. Procedure: 15.5 g of sodium borohydride were added in portions, whilst ice-cooling, to a solution of 20 g of ethyl (S)-α-t-butyldimethylsilyloxy-α-phenylacetate [prepared as described in step (a) above] in 500 ml of absolute methanol, and the resulting mixture was stirred overnight at room temperature. At the end of this time, 10 g of sodium borohydride were added in portions, whilst ice-cooling. The reaction mixture was then stirred at room temperature for 5 hours, after which it was concentrated by evapo... Starting materials: C(C)(C)(C)OC(=O)CN1CCC(N(CCC1=O)CC(=O)OC(C)(C)C)=O (tert-butyl (5-tert-butoxycarbonylmethyl-2,6-dioxoperhydro-1,5-diazocin-1-yl)acetate), C(C)(C)(C)OC(=O)CN1CCC(N(CCC1=O)CC(=O)OC(C)(C)C)=O (tert-butyl (5-tert-butoxycarbonylmethyl-2,6-dioxoperhydro-1,5-diazocin-1-yl)acetate), FC(C(=O)O)(F)F (trifluoroacetic acid). Run at time 8 hour. Solvent: ClCCl (dichloromethane). Procedure: 1.4 g of tert-butyl (5-tert-butoxycarbonylmethyl-2,6-dioxoperhydro-1,5-diazocin-1-yl)acetate (starting material A3) are dissolved in 6 ml of dichloromethane, and 6 ml of trifluoroacetic acid are added. The mixture is stirred overnight and then concentrated using a rotary evaporator, and the residue is triturated with ethyl acetate/petroleum ether (1:1). The residue is filtered off with suction and dried under reduced pressure. This gives 0.89 g of the title compound which starts to melt at 250° ... The product is C(=O)(O)CN1CCC(N(CCC1=O)CC(=O)O)=O ((5-Carboxymethyl-2,6-dioxoperhydro-1,5-diazocin-1-yl)acetic acid). Reaction SMILES: C([O:5][C:6]([CH2:8][N:9]1[C:16](=[O:17])[CH2:15][CH2:14][N:13]([CH2:18][C:19]([O:21]C(C)(C)C)=[O:20])[C:12](=[O:26])[CH2:11][CH2:10]1)=[O:7])(C)(C)C.FC(F)(F)C(O)=O>ClCCl>[C:19]([CH2:18][N:13]1[C:12](=[O:26])[CH2:11][CH2:10][N:9]([CH2:8][C:6]([OH:7])=[O:5])[C:16](=[O:17])[CH2:15][CH2:14]1)([OH:21])=[O:20]. The reactants are C1(CCCCC1)SC1=NC=C(C=C1)[N+](=O)[O-] (2-Cyclohexylthio-5-nitropyridine), [Cl-].[NH4+] (ammonium chloride), C(C)(=O)OCC (ethyl acetate). Reagents/catalysts: [Fe] (iron), [Fe] (iron). Solvent: O (water). Yields the product C1(CCCCC1)SC1=NC=C(C=C1)N (2-Cyclohexylthio-5-Aminopyridine). Reaction SMILES: [CH:1]1([S:7][C:8]2[CH:13]=[CH:12][C:11]([N+:14]([O-])=O)=[CH:10][N:9]=2)[CH2:6][CH2:5][CH2:4][CH2:3][CH2:2]1.[Cl-].[NH4+].C(OCC)(=O)C>[Fe].O>[CH:1]1([S:7][C:8]2[CH:13]=[CH:12][C:11]([NH2:14])=[CH:10][N:9]=2)[CH2:2][CH2:3][CH2:4][CH2:5][CH2:6]1 |f:1.2|. Procedure: 2-Cyclohexylthio-5-nitropyridine (13.4 grams) was added to a suspension of 50 grams of ammonium chloride and 20 grams of powdered iron in a mixture of 220 ml. of ethyl acetate and 30 ml. of water. The reaction mixture was refluxed for 6 hours. TLC indicated some starting material remained. Additional powdered iron (10 grams) was added and the reaction mixture refluxed for another 2 hours. TLC indicated no starting material remaining. The reaction mixture was filtered, taken up in chloroform, was... The reactants are CCOC(=O)c1cn2c3c([nH]c(=O)c2n1)-c1ccccc1C3(C)CCCCC(=O)O, Cl, [Na+], C1COCCO1, [OH-]. Product: CC1(CCCCC(=O)O)c2ccccc2-c2[nH]c(=O)c3nc(C(=O)O)cn3c21. RXN SMILES: [CH2:3]([CH3:4])[O:5][C:6](=[O:7])[c:8]1[n:9][c:10]2[n:11]([c:12]3[c:13]([nH:14][c:15]2=[O:16])-[c:17]2[cH:18][cH:19][cH:20][cH:21][c:22]2[C:23]3([CH3:24])[CH2:25][CH2:26][CH2:27][CH2:28][C:29](=[O:30])[OH:31])[cH:32]1.[ClH:33].[Na+:2].[O:34]1[CH2:35][CH2:36][O:37][CH2:38][CH2:39]1.[OH-:1]>>[O:5]=[C:6]([OH:7])[c:8]1[n:9][c:10]2[n:11]([c:12]3[c:13]([nH:14][c:15]2=[O:16])-[c:17]2[cH:18][cH:19][cH:20][cH:21][c:22]2[C:23]3([CH3:24])[CH2:25][CH2:26][CH2:27][CH2:28][C:29](=[O:30])[OH:31])[cH:32]1. The reactants are S1C=CC=C1 (thiophene), O1[C@H](CCC2=C1C=CC=C2)C(=O)Cl ((−)-(R)-3,4-dihydro-2H-1-benzopyran-2-carbonyl chloride), [O-2].[Mg+2] (magnesium oxide), S1C=CC=C1 (thiophene), NCCCN1C(NCCC1)=O (1-(3-aminopropyl)-tetrahydro-2(1H)pyrimidinone). Reagents/catalysts: [Rh] (rhodium), [Pd] (palladium on activated carbon). Solvent: CO (methanol), CO (methanol), C(C)(=O)OCC (ethyl acetate), CO (methanol). Run at time 8 hour. Yields the product O1[C@H](CCC2=C1C=CC=C2)CNCCCN2C(NCCC2)=O ((R)-1-[3-[[(3,4-dihydro-2H-1-benzopyran-2-yl)-methyl]amino]propyl]tetrahydro-2(1H)-pyrimidinone). Reaction SMILES: [O:1]1[C:6]2[CH:7]=[CH:8][CH:9]=[CH:10][C:5]=2[CH2:4][CH2:3][C@@H:2]1[C:11](Cl)=O.[O-2].[Mg+2].S1C=CC=C1.[NH2:21][CH2:22][CH2:23][CH2:24][N:25]1[CH2:30][CH2:29][CH2:28][NH:27][C:26]1=[O:31]>C(OCC)(=O)C.[Pd].CO.[Rh]>[O:1]1[C:6]2[CH:7]=[CH:8][CH:9]=[CH:10][C:5]=2[CH2:4][CH2:3][C@@H:2]1[CH2:11][NH:21][CH2:22][CH2:23][CH2:24][N:25]1[CH2:30][CH2:29][CH2:28][NH:27][C:26]1=[O:31] |f:1.2|. Procedure details: A mixture of (−)-(R)-3,4-dihydro-2H-1-benzopyran-2-carbonyl chloride (0.2 mol) and magnesium oxide (40 g) in ethyl acetate (350 ml) was hydrogenated at 25° C. with palladium on activated carbon (10%) (5 g) as a catalyst in the presence of a solution (4%) of thiophene in methanol (5 ml). After uptake of H2 (1 eq.), the catalyst was filtered off and the filtrate was collected in a mixture of potassium acetate (7 g) in methanol (200 ml). A mixture of 1-(3-aminopropyl)-tetrahydro-2(1H)pyrimidinone (...